This data is from the Open Reaction Database (ORD), a public repository of structured organic reaction records. The task is: describe an organic reaction: reactants, conditions, products, and yield Reactants: N(=[N+]=[N-])CC1CN(C(O1)=O)C1=CC(=C(C(=C1)F)C=1C=NC=CC1)F ((±)-5-(Azidomethyl)-3-[4-(3-pyridyl)-3,5-difluorophenyl]-2-oxazolidinone). Reagents/catalysts: [Pd] (palladium on carbon). Solvent: CO (methanol). Run at time 16 hour. Yields the product NCC1CN(C(O1)=O)C1=CC(=C(C(=C1)F)C=1C=NC=CC1)F ((±)-5-(Aminomethyl)-3-[4-(3-pyridyl)-3,5-difluorophenyl]-2-oxazolidinone). Reaction SMILES: [N:1]([CH2:4][CH:5]1[O:9][C:8](=[O:10])[N:7]([C:11]2[CH:16]=[C:15]([F:17])[C:14]([C:18]3[CH:19]=[N:20][CH:21]=[CH:22][CH:23]=3)=[C:13]([F:24])[CH:12]=2)[CH2:6]1)=[N+]=[N-]>CO.[Pd]>[NH2:1][CH2:4][CH:5]1[O:9][C:8](=[O:10])[N:7]([C:11]2[CH:12]=[C:13]([F:24])[C:14]([C:18]3[CH:19]=[N:20][CH:21]=[CH:22][CH:23]=3)=[C:15]([F:17])[CH:16]=2)[CH2:6]1. Procedure details: (±)-5-(Azidomethyl)-3-[4-(3-pyridyl)-3,5-difluorophenyl]-2-oxazolidinone (PREPARATION 6, 354 mg, ~1.07 mmol) in methanol (40 ml) and palladium on carbon (10%, 50 mg) are mixed. The mixture is purged with nitrogen and then placed under an atmosphere of hydrogen (1 atm). The reaction is allowed to stir at 20-25° for 16 hrs. After this time, the reaction is filtered and concentrated under reduced pressure to a solid amine. The crude amine is suitable for acetylation without further purification. An... Reactants: N1(C=CC=C1)C1=C(OCC2CO2)C=CC=C1 (1-[o-(pyrrol-1-yl)-phenoxy]-2,3-epoxy-propane), N1CCOCC1 (morpholine). The solvent is C(C)(C)O (isopropanol). The product is O1CCN(CC1)CC(COC1=C(C=CC=C1)N1C=CC=C1)O (1-morpholino-3-[o-(pyrrol-1-yl)-phenoxy]-2-propanol). RXN SMILES: [N:1]1([C:6]2[CH:16]=[CH:15][CH:14]=[CH:13][C:7]=2[O:8][CH2:9][CH:10]2[O:12][CH2:11]2)[CH:5]=[CH:4][CH:3]=[CH:2]1.[NH:17]1[CH2:22][CH2:21][O:20][CH2:19][CH2:18]1>C(O)(C)C>[O:20]1[CH2:21][CH2:22][N:17]([CH2:11][CH:10]([OH:12])[CH2:9][O:8][C:7]2[CH:13]=[CH:14][CH:15]=[CH:16][C:6]=2[N:1]2[CH:5]=[CH:4][CH:3]=[CH:2]2)[CH2:18][CH2:19]1. Procedure details: A solution of 15 g of 1-[o-(pyrrol-1-yl)-phenoxy]-2,3-epoxy-propane and 7 g of morpholine in 150 ml of isopropanol is heated for 2 hours to the boil under reflux. After evaporation in vacuo, an oil remains, which crystallises and after recrystallisation from butanone gives 1-morpholino-3-[o-(pyrrol-1-yl)-phenoxy]-2-propanol of melting point 81°-82° C. It forms a neutral fumarate of melting point 136°-137° C (from butanone). The reactants are Br, COCCn1c(C)c(C)sc1=N, O=C(O)C1CCCCCC1. Product: COCCn1c(C)c(C)sc1=NC(=O)C1CCCCCC1. RXN SMILES: [BrH:1].[CH3:2][O:3][CH2:4][CH2:5][n:6]1[c:7](=[NH:13])[s:8][c:9]([CH3:12])[c:10]1[CH3:11].[CH:14]1([C:21](=[O:22])[OH:23])[CH2:15][CH2:16][CH2:17][CH2:18][CH2:19][CH2:20]1>>[CH3:2][O:3][CH2:4][CH2:5][n:6]1[c:7](=[N:13][C:21]([CH:14]2[CH2:15][CH2:16][CH2:17][CH2:18][CH2:19][CH2:20]2)=[O:22])[s:8][c:9]([CH3:12])[c:10]1[CH3:11].